This data is from the Open Reaction Database (ORD), a public repository of structured organic reaction records. The task is: describe an organic reaction: reactants, conditions, products, and yield Starting materials: CCO, O=[N+]([O-])c1cccc(CCO)c1, O. Yields the product Nc1cccc(CCO)c1. RXN SMILES: [CH3:13][CH2:14][OH:15].[N+:1]([O-:2])(=[O:3])[c:4]1[cH:5][c:6]([CH2:7][CH2:8][OH:9])[cH:10][cH:11][cH:12]1.[OH2:16]>>[NH2:1][c:4]1[cH:5][c:6]([CH2:7][CH2:8][OH:9])[cH:10][cH:11][cH:12]1. The reactants are FC1=CC(=C(C=C1F)C1=C(C=NC=C1)N(C(C1=CC(=NC(=C1)C(F)(F)F)C(F)(F)F)=O)CCS(=O)(=O)C)OC (N-[4-(4,5-Difluoro-2-methoxy-phenyl)-pyridin-3-yl]-N-(2-methanesulfonyl-ethyl)-2,6-bis-trifluoromethyl-isonicotinamide), FC1=CC(=C(C=C1F)C1=C(C=NC=C1)N(C(C1=CC(=NC(=C1)C(F)(F)F)C(F)(F)F)=O)CCS(=O)(=O)C)OC (N-[4-(4,5-Difluoro-2-methoxy-phenyl)-pyridin-3-yl]-N-(2-methanesulfonyl-ethyl)-2,6-bis-trifluoromethyl-isonicotinamide), CC1=C(C=CC=C1)B(O)O (2-methylphenylboronic acid). Solvent: C(Cl)Cl.CO (CH2Cl2 methanol). Product: CS(=O)(=O)CCNC=1C=NC=CC1C1=C(C=CC=C1)C ((2-Methanesulfonyl-ethyl)-(4-o-tolyl-pyridin-3-yl)-amine). Reaction SMILES: F[C:2]1[C:7](F)=[CH:6][C:5]([C:9]2[CH:14]=[CH:13][N:12]=[CH:11][C:10]=2[N:15]([CH2:32][CH2:33][S:34]([CH3:37])(=[O:36])=[O:35])C(=O)C2C=C(C(F)(F)F)N=C(C(F)(F)F)C=2)=[C:4](OC)[CH:3]=1.[CH3:40]C1C=CC=CC=1B(O)O>C(Cl)Cl.CO>[CH3:37][S:34]([CH2:33][CH2:32][NH:15][C:10]1[CH:11]=[N:12][CH:13]=[CH:14][C:9]=1[C:5]1[CH:6]=[CH:7][CH:2]=[CH:3][C:4]=1[CH3:40])(=[O:35])=[O:36] |f:2.3|. Procedure: The title compound was prepared in analogy to example 72, from (4-iodo-pyridin-3-yl)-(2-methanesulfonyl-ethyl)-amine (example 158, intermediate b) and 2-methylphenylboronic acid (CAS RN 16419-60-6) and using a gradient of CH2Cl2: methanol (100:0 to 85:15) for the chromatographic purification. Brown oil (85%). MS (ESI): m/z=291.12 [M+H]+. Starting materials: CC(=O)OCCc1ccc2c(c1)OCO2, CC(=O)O, O, O=[N+]([O-])O. Product: CC(=O)OCCc1cc2c(cc1[N+](=O)[O-])OCO2. Reaction SMILES: [C:1]([CH3:2])(=[O:3])[O:4][CH2:5][CH2:6][c:7]1[cH:8][c:9]2[c:10]([cH:11][cH:12]1)[O:13][CH2:14][O:15]2.[CH3:21][C:22](=[O:23])[OH:24].[OH2:20].[OH:16][N+:17]([O-:18])=[O:19]>>[C:1]([CH3:2])(=[O:3])[O:4][CH2:5][CH2:6][c:7]1[cH:8][c:9]2[c:10]([cH:11][c:12]1[N+:17](=[O:16])[O-:18])[O:13][CH2:14][O:15]2. Reactants: C(C)OC(=O)C=1OC2=C(C1)C=CC(=C2)OCC2=CC=CC=C2 (6-benzyloxy-benzofuran-2-carboxylic acid ethyl ester). The reagents and catalysts are [Pd] (Pd/C). Run in CCOC(=O)C.CCO (EtOAc EtOH). Run at time 12 hour. Yields the product C(C)OC(=O)C=1OC2=C(C1)C=CC(=C2)O (6-Hydroxy-benzofuran-2-carboxylic acid ethyl ester). Yield: 70.1%. Reaction SMILES: [CH2:1]([O:3][C:4]([C:6]1[O:7][C:8]2[CH:14]=[C:13]([O:15]CC3C=CC=CC=3)[CH:12]=[CH:11][C:9]=2[CH:10]=1)=[O:5])[CH3:2]>CCOC(C)=O.CCO.[Pd]>[CH2:1]([O:3][C:4]([C:6]1[O:7][C:8]2[CH:14]=[C:13]([OH:15])[CH:12]=[CH:11][C:9]=2[CH:10]=1)=[O:5])[CH3:2] |f:1.2|. Procedure: To a solution of 6-benzyloxy-benzofuran-2-carboxylic acid ethyl ester (8.1 g, 27 mmol) in EtOAc/EtOH (3/1, 130 mL) was added Pd/C (0.8 g). The reaction mixture was shaken in a Parr Shaker under H2 (50 psi, 12 h). The reaction mixture was filtered (Celite®), washed with EtOAC (400 mL) and EtOH (100 mL). The filtrate was concentrated and the resulting residue was purified by silica gel flash chromatography using EtOAc:hexanes (0-50%) to provide the title compound as colorless solid (3.9 g, 70%). M... Starting materials: Cl.ClC1=CC=C(C(=O)NNC2=CC=C(C=C2)N)C=C1 (1-(4-Chlorobenzoyl)-2-(4-aminophenyl)hydrazine hydrochloride), C(C)O (ethanol), C1(=CC=CC=C1)N=C=S (Phenyl isothiocyanate), C(C)(=O)[O-].[Na+] (sodium acetate). Run in O (water), O (water). Product: ClC1=CC=C(C(=O)NNC2=CC=C(C=C2)NC(=S)NC2=CC=CC=C2)C=C1 (1-{4-[2-(4-Chlorobenzoyl)hydrazino]phenyl}-3-phenylthiourea). RXN SMILES: Cl.[Cl:2][C:3]1[CH:19]=[CH:18][C:6]([C:7]([NH:9][NH:10][C:11]2[CH:16]=[CH:15][C:14]([NH2:17])=[CH:13][CH:12]=2)=[O:8])=[CH:5][CH:4]=1.C(O)C.[C:23]1([N:29]=[C:30]=[S:31])[CH:28]=[CH:27][CH:26]=[CH:25][CH:24]=1.C([O-])(=O)C.[Na+]>O>[Cl:2][C:3]1[CH:19]=[CH:18][C:6]([C:7]([NH:9][NH:10][C:11]2[CH:16]=[CH:15][C:14]([NH:17][C:30]([NH:29][C:23]3[CH:28]=[CH:27][CH:26]=[CH:25][CH:24]=3)=[S:31])=[CH:13][CH:12]=2)=[O:8])=[CH:5][CH:4]=1 |f:0.1,4.5|. Procedure details: 1-(4-Chlorobenzoyl)-2-(4-aminophenyl)hydrazine hydrochloride (2.0 g, 0.0067 mole) was mixed with ethanol (125 ml) and water (25ml). Phenyl isothiocyanate (1.1 g, 0.01 mole) was added to the mixture along with sodium acetate (0.82 g, 0.1 mole) in water (10 ml). The reaction mixture was stirred and refluxed for 5 minutes, then was stirred at room temperature for 11/2 hours. The mixture was chilled in ice and then filtered. The product was washed with ethanol and dried to give an off-white solid. Y... Procedure: Under a nitrogen purge, 10% platinum on carbon (2.5 grams) was added to a mixture of tetradecyl 4-nitrobenzoate (25 grams, 69 mmol) and ethyl acetate (250 milliliters) in a Parr vessel. The vessel was placed under hydrogen pressure (49 psi, 3.3×105 Pa) for sixteen hours. Dichloromethane was added and the reaction mixture was filtered through a layer of CELITE filter aid. The filtrate was concentrated under reduced pressure to a tan solid. The solid was recrystallized from ethanol to obtain 15 gr... The yield is 65.2%. Starting materials: [N+](=O)([O-])C1=CC=C(C(=O)OCCCCCCCCCCCCCC)C=C1 (tetradecyl 4-nitrobenzoate), C(C)(=O)OCC (ethyl acetate). The product is NC1=CC=C(C(=O)OCCCCCCCCCCCCCC)C=C1 (tetradecyl 4-aminobenzoate). Solvent: ClCCl (Dichloromethane). As a reaction SMILES: [N+:1]([C:4]1[CH:26]=[CH:25][C:7]([C:8]([O:10][CH2:11][CH2:12][CH2:13][CH2:14][CH2:15][CH2:16][CH2:17][CH2:18][CH2:19][CH2:20][CH2:21][CH2:22][CH2:23][CH3:24])=[O:9])=[CH:6][CH:5]=1)([O-])=O.C(OCC)(=O)C>[Pt].ClCCl>[NH2:1][C:4]1[CH:5]=[CH:6][C:7]([C:8]([O:10][CH2:11][CH2:12][CH2:13][CH2:14][CH2:15][CH2:16][CH2:17][CH2:18][CH2:19][CH2:20][CH2:21][CH2:22][CH2:23][CH3:24])=[O:9])=[CH:25][CH:26]=1. Reagents/catalysts: [Pt] (platinum on carbon). Reaction SMILES: [CH3:2][c:3]1[cH:4][cH:5][c:6]([S:7]([O:8][CH2:13][CH:14]2[O:15][c:16]3[c:17]([cH:19][c:20]([CH3:30])[cH:21][c:22]3-[c:23]3[cH:24][c:25]([CH3:29])[cH:26][cH:27][cH:28]3)[CH2:18]2)(=[O:9])=[O:10])[cH:11][cH:12]1.[CH3:31][NH2:32].[ClH:1]>>[CH2:13]([CH:14]1[O:15][c:16]2[c:17]([cH:19][c:20]([CH3:30])[cH:21][c:22]2-[c:23]2[cH:24][c:25]([CH3:29])[cH:26][cH:27][cH:28]2)[CH2:18]1)[NH:32][CH3:31]. The reactants are Cc1ccc(S(=O)(=O)OCC2Cc3cc(C)cc(-c4cccc(C)c4)c3O2)cc1, CN, Cl. The product is CNCC1Cc2cc(C)cc(-c3cccc(C)c3)c2O1.